From a dataset of the Open Reaction Database (ORD), a public repository of structured organic reaction records. describe an organic reaction: reactants, conditions, products, and yield Starting materials: CC(C)OC(=O)CCCC=CCC1C(=O)CC(F)C1C=CC(O[Si](C)(C)C(C)(C)C)C1Cc2ccccc2C1, ClCCl. Yields the product CC(C)(C)[Si](C)(C)OC(C=CC1C(F)CC(=O)C1CC=CCCCC(=O)O)C1Cc2ccccc2C1. RXN SMILES: [C:1]([CH3:2])([CH3:3])([CH3:4])[Si:5]([O:6][CH:7]([CH:8]=[CH:9][CH:10]1[CH:11]([CH2:17][CH:18]=[CH:19][CH2:20][CH2:21][CH2:22][C:23](=[O:24])[O:25][CH:26]([CH3:27])[CH3:28])[C:12](=[O:16])[CH2:13][CH:14]1[F:15])[CH:29]1[CH2:30][c:31]2[cH:32][cH:33][cH:34][cH:35][c:36]2[CH2:37]1)([CH3:38])[CH3:39].[Cl:40][CH2:41][Cl:42]>>[C:1]([CH3:2])([CH3:3])([CH3:4])[Si:5]([O:6][CH:7]([CH:8]=[CH:9][CH:10]1[CH:11]([CH2:17][CH:18]=[CH:19][CH2:20][CH2:21][CH2:22][C:23](=[O:24])[OH:25])[C:12](=[O:16])[CH2:13][CH:14]1[F:15])[CH:29]1[CH2:30][c:31]2[cH:32][cH:33][cH:34][cH:35][c:36]2[CH2:37]1)([CH3:38])[CH3:39]. Starting materials: CC(C)C[AlH]CC(C)C (DIBAL-H), CC1=C(C#N)C=CC(=C1)C=1SC2=NC(=CC=C2N1)C1(CC1)C1=CC=CC=C1 (2-methyl-4-(5-(1-phenylcyclopropyl)thiazolo[5,4-b]pyridine-2-yl)benzonitrile), C(=O)([O-])C(O)C(O)C(=O)[O-] (tartrate). Solvent: C(Cl)Cl (CH2Cl2). Reaction conditions: temperature 25 celsius, time 45 minute. Yields the product CC1=C(C=O)C=CC(=C1)C=1SC2=NC(=CC=C2N1)C1(CC1)C1=CC=CC=C1 (2-methyl-4-(5-(1-phenylcyclopropyl)thiazolo[5,4-b]pyridine-2-yl)benzaldehyde). Reaction SMILES: CC(C[AlH]CC(C)C)C.[CH3:10][C:11]1[CH:18]=[C:17]([C:19]2[S:20][C:21]3[C:26]([N:27]=2)=[CH:25][CH:24]=[C:23]([C:28]2([C:31]4[CH:36]=[CH:35][CH:34]=[CH:33][CH:32]=4)[CH2:30][CH2:29]2)[N:22]=3)[CH:16]=[CH:15][C:12]=1[C:13]#N.C(C(C(C([O-])=O)O)O)([O-])=[O:38]>C(Cl)Cl>[CH3:10][C:11]1[CH:18]=[C:17]([C:19]2[S:20][C:21]3[C:26]([N:27]=2)=[CH:25][CH:24]=[C:23]([C:28]2([C:31]4[CH:36]=[CH:35][CH:34]=[CH:33][CH:32]=4)[CH2:30][CH2:29]2)[N:22]=3)[CH:16]=[CH:15][C:12]=1[CH:13]=[O:38]. Procedure details: DIBAL-H (1.0M in hexanes; 132 μL, 132 μmol) was added to a solution of 2-methyl-4-(5-(1-phenylcyclopropyl)thiazolo[5,4-b]pyridine-2-yl)benzonitrile (44.2 mg, 120 μmol) in CH2Cl2 (2.0 mL) at 25° C., and the resulting solution was stirred at 25° C. for 45 min. Saturated aqueous Na/K tartrate solution (2.0 mL) was then added, and the resulting mixture was stirred for 15 min, then partitioned between CH2Cl2 (20 mL) and water (10 mL). The organic layer was separated, and the aqueous layer was extract...